This data is from the Open Reaction Database (ORD), a public repository of structured organic reaction records. The task is: describe an organic reaction: reactants, conditions, products, and yield Starting materials: ClCCN(C=1C(=C(C2=C(CC(O2)(C)C)C1C)C)C)CCCl (N,N-bis(2-chloroethyl)-2,2,4,6,7-pentamethyl-2,3-dihydro-1-benzofuran-5-amine), O1N=C(C=C1)N (isoxazol-3-amine). Yields the product O1N=C(C=C1)N1CCN(CC1)C=1C(=C(C2=C(CC(O2)(C)C)C1C)C)C (1-isoxazol-3-yl-4-(2,2,4,6,7-pentamethyl-2,3-dihydro-1-benzofuran-5-yl)piperazine). Isolated yield 8.8%. RXN SMILES: Cl[CH2:2][CH2:3][N:4]([CH2:19][CH2:20]Cl)[C:5]1[C:6]([CH3:18])=[C:7]([CH3:17])[C:8]2[O:12][C:11]([CH3:14])([CH3:13])[CH2:10][C:9]=2[C:15]=1[CH3:16].[O:22]1[CH:26]=[CH:25][C:24]([NH2:27])=[N:23]1>>[O:22]1[CH:26]=[CH:25][C:24]([N:27]2[CH2:20][CH2:19][N:4]([C:5]3[C:6]([CH3:18])=[C:7]([CH3:17])[C:8]4[O:12][C:11]([CH3:14])([CH3:13])[CH2:10][C:9]=4[C:15]=3[CH3:16])[CH2:3][CH2:2]2)=[N:23]1. Reported procedure: By using N,N-bis(2-chloroethyl)-2,2,4,6,7-pentamethyl-2,3-dihydro-1-benzofuran-5-amine (165 mg, 0.50 mmol) synthesized in Reference Example 146 and isoxazol-3-amine (0.044 mL, 0.60 mmol), the reaction was carried out in the same manner as Example 117 to obtain 15 mg of the title compound as a colorless solid (yield 9%). The reactants are COc1ccc2[nH]c(C(=O)Nc3cc(NC(=O)OCc4ccccc4)c4ccccc4c3CCCl)cc2c1, C1CCOC1. Product: COc1ccc2[nH]c(C(=O)Nc3cc(N)c4ccccc4c3CCCl)cc2c1. As a reaction SMILES: [CH2:1]([O:2][C:3](=[O:4])[NH:11][c:12]1[cH:13][c:14]([NH:25][C:26](=[O:27])[c:28]2[nH:29][c:30]3[cH:31][cH:32][c:33]([O:37][CH3:38])[cH:34][c:35]3[cH:36]2)[c:15]([CH2:22][CH2:23][Cl:24])[c:16]2[cH:17][cH:18][cH:19][cH:20][c:21]12)[c:5]1[cH:6][cH:7][cH:8][cH:9][cH:10]1.[CH2:39]1[O:40][CH2:41][CH2:42][CH2:43]1>>[NH2:11][c:12]1[cH:13][c:14]([NH:25][C:26](=[O:27])[c:28]2[nH:29][c:30]3[cH:31][cH:32][c:33]([O:37][CH3:38])[cH:34][c:35]3[cH:36]2)[c:15]([CH2:22][CH2:23][Cl:24])[c:16]2[cH:17][cH:18][cH:19][cH:20][c:21]12. Reactants: ClC1=NC=CC(=C1)OC=1N=CC(=NC1)NC(C)=O (N-(5-((2-chloropyridin-4-yl)oxy)pyrazin-2-yl)acetamide), C(=O)([O-])[O-].[K+].[K+] (K2CO3), CN1N=CC(=C1)B1OC(C(O1)(C)C)(C)C (1-methyl-4-(4,4,5,5-tetramethyl-1,3,2-dioxaborolan-2-yl)-1H-pyrazole). The reagents and catalysts are C=1C=CC(=CC1)[P](C=2C=CC=CC2)(C=3C=CC=CC3)[Pd]([P](C=4C=CC=CC4)(C=5C=CC=CC5)C=6C=CC=CC6)([P](C=7C=CC=CC7)(C=8C=CC=CC8)C=9C=CC=CC9)[P](C=1C=CC=CC1)(C=1C=CC=CC1)C=1C=CC=CC1 (Pd(PPh3)4). The solvent is O1CCOCC1 (dioxane), O (water), O (water). Conditions: temperature 80 celsius, time 3 hour. Yields the product CN1N=CC(=C1)C1=NC=CC(=C1)OC=1N=CC(=NC1)NC(C)=O (N-(5-((2-(1-methyl-1H-pyrazol-4-yl)pyridin-4-yl)oxy)pyrazin-2-yl)acetamide). The yield is 81.8%. As a reaction SMILES: Cl[C:2]1[CH:7]=[C:6]([O:8][C:9]2[N:10]=[CH:11][C:12]([NH:15][C:16](=[O:18])[CH3:17])=[N:13][CH:14]=2)[CH:5]=[CH:4][N:3]=1.C([O-])([O-])=O.[K+].[K+].[CH3:25][N:26]1[CH:30]=[C:29](B2OC(C)(C)C(C)(C)O2)[CH:28]=[N:27]1>O1CCOCC1.O.C1C=CC([P]([Pd]([P](C2C=CC=CC=2)(C2C=CC=CC=2)C2C=CC=CC=2)([P](C2C=CC=CC=2)(C2C=CC=CC=2)C2C=CC=CC=2)[P](C2C=CC=CC=2)(C2C=CC=CC=2)C2C=CC=CC=2)(C2C=CC=CC=2)C2C=CC=CC=2)=CC=1>[CH3:25][N:26]1[CH:30]=[C:29]([C:2]2[CH:7]=[C:6]([O:8][C:9]3[N:10]=[CH:11][C:12]([NH:15][C:16](=[O:18])[CH3:17])=[N:13][CH:14]=3)[CH:5]=[CH:4][N:3]=2)[CH:28]=[N:27]1 |f:1.2.3,^1:50,52,71,90|. Procedure: To a degassed solution of N-(5-((2-chloropyridin-4-yl)oxy)pyrazin-2-yl)acetamide (0.25 g, 0.945 mmol) in dioxane (6 mL) was added a solution of K2CO3 (0.261 g, 1.889 mmol) in water (1.5 mL), 1-methyl-4-(4,4,5,5-tetramethyl-1,3,2-dioxaborolan-2-yl)-1H-pyrazole (0.255 g, 1.228 mmol), and Pd(PPh3)4 (0.109 g, 0.094 mmol). The mixture was stirred at 80° C. for 3 h. The mixture was diluted with water (30 mL) and extracted with EtOAc (2×80 mL). The combined organics were washed with brine, dried (Na2SO... Reactants: CC(O)c1ccc(Cl)cc1Br, CCO, CC(C)[O-], CC(C)[O-], CC(C)[O-], CC(C)[O-], N, [Ti+4]. Product: CC(N)c1ccc(Cl)cc1Br. As a reaction SMILES: [Br:1][c:2]1[c:3]([CH:9]([CH3:10])[OH:11])[cH:4][cH:5][c:6]([Cl:8])[cH:7]1.[CH3:13][CH2:14][OH:15].[CH3:16][CH:17]([CH3:18])[O-:19].[CH3:21][CH:22]([CH3:23])[O-:24].[CH3:25][CH:26]([CH3:27])[O-:28].[CH3:29][CH:30]([CH3:31])[O-:32].[NH3:12].[Ti+4:20]>>[Br:1][c:2]1[c:3]([CH:9]([CH3:10])[NH2:12])[cH:4][cH:5][c:6]([Cl:8])[cH:7]1. Reactants: CCC(c1ccccc1)C(NC(=O)OC(C)(C)C)C(=O)N1C(=O)OCC1c1ccccc1, [Li+], C1CCOC1, [OH-], O, O, OO. Yields the product CCC(c1ccccc1)C(NC(=O)OC(C)(C)C)C(=O)O. RXN SMILES: [C:1]([CH3:2])([CH3:3])([CH3:4])[O:5][C:6]([NH:7][CH:8]([CH:9]([CH2:10][CH3:11])[c:12]1[cH:13][cH:14][cH:15][cH:16][cH:17]1)[C:18](=[O:19])[N:20]1[CH:21]([c:22]2[cH:23][cH:24][cH:25][cH:26][cH:27]2)[CH2:28][O:29][C:30]1=[O:31])=[O:32].[Li+:37].[O:38]1[CH2:39][CH2:40][CH2:41][CH2:42]1.[OH-:36].[OH2:35].[OH2:43].[OH:33][OH:34]>>[C:1]([CH3:2])([CH3:3])([CH3:4])[O:5][C:6]([NH:7][CH:8]([CH:9]([CH2:10][CH3:11])[c:12]1[cH:13][cH:14][cH:15][cH:16][cH:17]1)[C:18]([OH:19])=[O:33])=[O:32]. The reactants are CN1CCN(Cc2cccc(Br)c2)CC1, O=C(O)c1ccc(B(O)O)cc1, O=C([O-])[O-], [K+], [K+], C1COCCO1, O, c1ccc([PH](c2ccccc2)(c2ccccc2)[Pd]([PH](c2ccccc2)(c2ccccc2)c2ccccc2)([PH](c2ccccc2)(c2ccccc2)c2ccccc2)[PH](c2ccccc2)(c2ccccc2)c2ccccc2)cc1. Yields the product CN1CCN(Cc2cccc(-c3ccc(C(=O)O)cc3)c2)CC1. Reaction SMILES: [Br:13][c:14]1[cH:15][c:16]([CH2:17][N:18]2[CH2:19][CH2:20][N:21]([CH3:24])[CH2:22][CH2:23]2)[cH:25][cH:26][cH:27]1.[C:1](=[O:2])([OH:3])[c:4]1[cH:5][cH:6][c:7]([B:10]([OH:11])[OH:12])[cH:8][cH:9]1.[C:28](=[O:29])([O-:30])[O-:31].[K+:32].[K+:33].[O:34]1[CH2:35][CH2:36][O:37][CH2:38][CH2:39]1.[OH2:40].[c:41]1([PH:42]([Pd:43]([PH:44]([c:45]2[cH:46][cH:47][cH:48][cH:49][cH:50]2)([c:51]2[cH:52][cH:53][cH:54][cH:55][cH:56]2)[c:57]2[cH:58][cH:59][cH:60][cH:61][cH:62]2)([PH:63]([c:64]2[cH:65][cH:66][cH:67][cH:68][cH:69]2)([c:70]2[cH:71][cH:72][cH:73][cH:74][cH:75]2)[c:76]2[cH:77][cH:78][cH:79][cH:80][cH:81]2)[PH:82]([c:83]2[cH:84][cH:85][cH:86][cH:87][cH:88]2)([c:89]2[cH:90][cH:91][cH:92][cH:93][cH:94]2)[c:95]2[cH:96][cH:97][cH:98][cH:99][cH:100]2)([c:101]2[cH:102][cH:103][cH:104][cH:105][cH:106]2)[c:107]2[cH:108][cH:109][cH:110][cH:111][cH:112]2)[cH:113][cH:114][cH:115][cH:116][cH:117]1>>[C:1](=[O:2])([OH:3])[c:4]1[cH:5][cH:6][c:7](-[c:14]2[cH:15][c:16]([CH2:17][N:18]3[CH2:19][CH2:20][N:21]([CH3:24])[CH2:22][CH2:23]3)[cH:25][cH:26][cH:27]2)[cH:8][cH:9]1. Starting materials: CC1=C(C(=O)O)C(c2ccc(Cl)cc2)CC(=O)N1C, Nc1cc2cn[nH]c2cc1F. Yields the product CC1=C(C(=O)Nc2cc3cn[nH]c3cc2F)C(c2ccc(Cl)cc2)CC(=O)N1C. RXN SMILES: [Cl:1][c:2]1[cH:3][cH:4][c:5]([CH:8]2[C:9]([C:17](=[O:18])[OH:19])=[C:10]([CH3:16])[N:11]([CH3:15])[C:12](=[O:14])[CH2:13]2)[cH:6][cH:7]1.[NH2:20][c:21]1[cH:22][c:23]2[cH:24][n:25][nH:26][c:27]2[cH:28][c:29]1[F:30]>>[Cl:1][c:2]1[cH:3][cH:4][c:5]([CH:8]2[C:9]([C:17](=[O:19])[NH:20][c:21]3[cH:22][c:23]4[cH:24][n:25][nH:26][c:27]4[cH:28][c:29]3[F:30])=[C:10]([CH3:16])[N:11]([CH3:15])[C:12](=[O:14])[CH2:13]2)[cH:6][cH:7]1.